From a dataset of the Open Reaction Database (ORD), a public repository of structured organic reaction records. describe an organic reaction: reactants, conditions, products, and yield Reactants: C(C)C1CC(CC(C1)=O)=O (5-ethyl-1,3-cyclohexanedione), C1(=CC=C(C=C1)S(=O)(=O)N=C=O)C (p-toluenesulfonylisocyanate). Run in C1=CC=CC=C1 (benzene). The product is C(C)C1CC(C(C(C1)=O)C(NS(=O)(=O)C1=CC=C(C=C1)C)=O)=O (5-ETHYL-2-(N-p-TOLUENESULFONYLCARBAMOYL)-1,3-CYCLOHEXANEDIONE). Procedure: Reaction of 5-ethyl-1,3-cyclohexanedione with p-toluenesulfonylisocyanate in benzene according to the procedure of Example 1 affords 5-ETHYL-2-(N-p-TOLUENESULFONYLCARBAMOYL)-1,3-CYCLOHEXANEDIONE, m.p. 86°-87° C. (corr.). As a reaction SMILES: [CH2:1]([CH:3]1[CH2:8][C:7](=[O:9])[CH2:6][C:5](=[O:10])[CH2:4]1)[CH3:2].[C:11]1([CH3:23])[CH:16]=[CH:15][C:14]([S:17]([N:20]=[C:21]=[O:22])(=[O:19])=[O:18])=[CH:13][CH:12]=1>C1C=CC=CC=1>[CH2:1]([CH:3]1[CH2:8][C:7](=[O:9])[CH:6]([C:21](=[O:22])[NH:20][S:17]([C:14]2[CH:15]=[CH:16][C:11]([CH3:23])=[CH:12][CH:13]=2)(=[O:18])=[O:19])[C:5](=[O:10])[CH2:4]1)[CH3:2].